From a dataset of the Open Reaction Database (ORD), a public repository of structured organic reaction records. describe an organic reaction: reactants, conditions, products, and yield The reactants are [H-].[Na+] (sodium hydride), ClC1=CC2=C(NC(N2C2CCCCC2)=O)C=C1 (5-chloro-3-cyclohexyl-1,3-dihydro-2H-benzimidazol-2-one), O (water), COC1=C(C=CC(=C1)[N+](=O)[O-])S(=O)(=O)Cl (2-methoxy-4-nitrobenzenesulfonyl chloride). The solvent is CN(C)C=O (DMF). Conditions: time 4 hour. The product is ClC1=CC2=C(N(C(N2C2CCCCC2)=O)S(=O)(=O)C2=C(C=C(C=C2)[N+](=O)[O-])OC)C=C1 (5-Chloro-1,3-dihydro-1-(2-methoxy-4-nitrobenzenesulfonyl)-3-cyclohexyl-2H-benzimidazol-2-one). Reaction SMILES: [H-].[Na+].[Cl:3][C:4]1[CH:19]=[CH:18][C:7]2[NH:8][C:9](=[O:17])[N:10]([CH:11]3[CH2:16][CH2:15][CH2:14][CH2:13][CH2:12]3)[C:6]=2[CH:5]=1.[CH3:20][O:21][C:22]1[CH:27]=[C:26]([N+:28]([O-:30])=[O:29])[CH:25]=[CH:24][C:23]=1[S:31](Cl)(=[O:33])=[O:32].O>CN(C=O)C>[Cl:3][C:4]1[CH:19]=[CH:18][C:7]2[N:8]([S:31]([C:23]3[CH:24]=[CH:25][C:26]([N+:28]([O-:30])=[O:29])=[CH:27][C:22]=3[O:21][CH3:20])(=[O:32])=[O:33])[C:9](=[O:17])[N:10]([CH:11]3[CH2:16][CH2:15][CH2:14][CH2:13][CH2:12]3)[C:6]=2[CH:5]=1 |f:0.1|. Procedure details: 0.13 g of sodium hydride as an 80% dispersion in oil was added in portions, with stirring, to a solution of 1 g of 5-chloro-3-cyclohexyl-1,3-dihydro-2H-benzimidazol-2-one in 10 ml of DMF at room temperature; 1.1 g of 2-methoxy-4-nitrobenzenesulfonyl chloride were then introduced and the reaction medium was stirred at room temperature for 4 hours. The solvent was then evaporated off under vacuum and the residue obtained was taken up with water. It was then extracted with DCM, washed with water an... Reactants: C1CCNC1, CC(C)OC(=O)c1cncn1C1CCCc2ccc(Br)cc21, CN(C)C=O. Product: CC(C)OC(=O)c1cncn1C1CCCc2ccc(C(=O)N3CCCC3)cc21. RXN SMILES: [CH2:23]1[CH2:24][CH2:25][NH:26][CH2:27]1.[CH:1]([CH3:2])([CH3:3])[O:4][C:5](=[O:6])[c:7]1[n:8]([CH:12]2[CH2:13][CH2:14][CH2:15][c:16]3[cH:17][cH:18][c:19]([Br:22])[cH:20][c:21]32)[cH:9][n:10][cH:11]1.[O:28]=[CH:29][N:30]([CH3:31])[CH3:32]>>[CH:1]([CH3:2])([CH3:3])[O:4][C:5](=[O:6])[c:7]1[n:8]([CH:12]2[CH2:13][CH2:14][CH2:15][c:16]3[cH:17][cH:18][c:19]([C:29]([N:26]4[CH2:25][CH2:24][CH2:23][CH2:27]4)=[O:28])[cH:20][c:21]32)[cH:9][n:10][cH:11]1. The reactants are Br, O=C(O)C12CC3CC(CC(C3)C1)C2, COCCCn1c(=N)sc2ccccc21. Yields the product COCCCn1c(=NC(=O)C23CC4CC(CC(C4)C2)C3)sc2ccccc21. As a reaction SMILES: [BrH:1].[C:17]12([C:27](=[O:28])[OH:29])[CH2:18][CH:19]3[CH2:20][CH:21]([CH2:22][CH:23]([CH2:24]1)[CH2:25]3)[CH2:26]2.[CH3:2][O:3][CH2:4][CH2:5][CH2:6][n:7]1[c:8](=[NH:16])[s:9][c:10]2[c:11]1[cH:12][cH:13][cH:14][cH:15]2>>[CH3:2][O:3][CH2:4][CH2:5][CH2:6][n:7]1[c:8](=[N:16][C:27]([C:17]23[CH2:18][CH:19]4[CH2:20][CH:21]([CH2:22][CH:23]([CH2:24]2)[CH2:25]4)[CH2:26]3)=[O:28])[s:9][c:10]2[c:11]1[cH:12][cH:13][cH:14][cH:15]2. The reactants are OC1=NOC(=C1)C1=CC=C(C=C1)C1=CC=CC=C1 (3-Hydroxy-5-(4-phenylphenyl)isoxazole), C(C)(C)(C)OC(=O)NCCO (2-(N-tert-butoxycarbonylamino)ethanol). Yields the product C(C)(C)(C)OC(=O)NCCOC1=NOC(=C1)C1=CC=C(C=C1)C1=CC=CC=C1 (3-(2-(N-tert-Butoxycarbonylamino)ethoxy)-5-(4-phenylphenyl)isoxazole). Isolated yield 68.6%. RXN SMILES: [OH:1][C:2]1[CH:6]=[C:5]([C:7]2[CH:12]=[CH:11][C:10]([C:13]3[CH:18]=[CH:17][CH:16]=[CH:15][CH:14]=3)=[CH:9][CH:8]=2)[O:4][N:3]=1.[C:19]([O:23][C:24]([NH:26][CH2:27][CH2:28]O)=[O:25])([CH3:22])([CH3:21])[CH3:20]>>[C:19]([O:23][C:24]([NH:26][CH2:27][CH2:28][O:1][C:2]1[CH:6]=[C:5]([C:7]2[CH:12]=[CH:11][C:10]([C:13]3[CH:18]=[CH:17][CH:16]=[CH:15][CH:14]=3)=[CH:9][CH:8]=2)[O:4][N:3]=1)=[O:25])([CH3:22])([CH3:21])[CH3:20]. Procedure details: 3-Hydroxy-5-(4-phenylphenyl)isoxazole (0.2 g) and 2-(N-tert-butoxycarbonylamino)ethanol (0.15 g) were subjected to reaction and post-treatment in a similar manner to that described in Example 9(a) to obtain the title compound (0.22 g, 69%) as a colorless powder. Starting materials: C1CCOC1, COC(=O)C=Cc1ccc(S(=O)(=O)c2ccccc2)cc1Br, CCO, N#N. Yields the product COC(=O)CCc1ccc(S(=O)(=O)c2ccccc2)cc1Br. Reaction SMILES: [CH2:28]1[O:29][CH2:30][CH2:31][CH2:32]1.[CH3:1][O:2][C:3]([CH:4]=[CH:5][c:6]1[c:7]([Br:21])[cH:8][c:9]([S:12](=[O:13])(=[O:14])[c:15]2[cH:16][cH:17][cH:18][cH:19][cH:20]2)[cH:10][cH:11]1)=[O:22].[CH3:25][CH2:26][OH:27].[N:23]#[N:24]>>[CH3:1][O:2][C:3]([CH2:4][CH2:5][c:6]1[c:7]([Br:21])[cH:8][c:9]([S:12](=[O:13])(=[O:14])[c:15]2[cH:16][cH:17][cH:18][cH:19][cH:20]2)[cH:10][cH:11]1)=[O:22]. Yield: 28.0%. As a reaction SMILES: C[O:2][C:3]1[CH:12]=[CH:11][C:10]2[C:5](=[CH:6][C:7]([C:13]3[CH:18]=[CH:17][CH:16]=[C:15]([O:19]C)[CH:14]=3)=[CH:8][CH:9]=2)[CH:4]=1.Cl.[NH+]1C=CC=CC=1>>[OH:19][C:15]1[CH:14]=[C:13]([C:7]2[CH:6]=[C:5]3[C:10]([CH:11]=[CH:12][C:3]([OH:2])=[CH:4]3)=[CH:9][CH:8]=2)[CH:18]=[CH:17][CH:16]=1 |f:1.2|. Procedure: The title compound was prepared by reacting 2-methoxy-7-(3-methoxyphenyl)naphthalene (0.52 g, 1.97 mmol) with pyridinium HCl (8 g) at 190° C. according to Method B to yield 0.13 g (28%) of a white solid: mp 163-165° C.; 1H NMR (DMSO-d6): δ 6.78-6.80 (1H, m), 7.08 (1H, dd, J=2.56 Hz, J=8.54 Hz), 7.13-7.14 (1H, m), 7.17-7.20 (2H, m), 7.27-7.30 (1H, m), 7.51 (1H, dd, J=2.14 Hz, J=8.54 Hz), 7.70 (1H, d, J=8.97 Hz), 7.83 (1H, d, J=8.54 Hz), 7.90 (1H, d, J=1.28 Hz), 9.55 (1H, s), 9.78 (1H, s); MS (ESI... The product is OC=1C=C(C=CC1)C1=CC=C2C=CC(=CC2=C1)O (7-(3-Hydroxyphenyl)-2-naphthol), white solid. The reactants are COC1=CC2=CC(=CC=C2C=C1)C1=CC(=CC=C1)OC (2-methoxy-7-(3-methoxyphenyl)naphthalene), Cl.[NH+]1=CC=CC=C1 (pyridinium HCl). Reported procedure: A solution of N-{4-[5-bromo-4-(1H-1,2,4-triazol-3-yl)-2-furyl]-5-methylpyridin-2-yl}acetamide (6.0 g, 16.6 mmol) in dry DMF (150 mL) was allowed to stir at 0° C. To this cooled solution was added DIEA (6.5 g, 5.0 mmol) portionwise over 20 min under an atmosphere of nitrogen. The reaction mixture was allowed to stir for 10 min at 0° C. and then SEM-Cl (5.5 g, 33.2 mmol) in dry DMF was add dropwise over 10 min. The reaction mixture was allowed to stir at 0° C. for 10 min and then allowed to warm t... As a reaction SMILES: [Br:1][C:2]1[O:6][C:5]([C:7]2[C:12]([CH3:13])=[CH:11][N:10]=[C:9]([NH:14][C:15](=[O:17])[CH3:16])[CH:8]=2)=[CH:4][C:3]=1[C:18]1[N:22]=[CH:21][NH:20][N:19]=1.CCN(C(C)C)C(C)C.[CH3:32][Si:33]([CH2:36][CH2:37][O:38][CH2:39]Cl)([CH3:35])[CH3:34]>CN(C=O)C.O>[Br:1][C:2]1[O:6][C:5]([C:7]2[C:12]([CH3:13])=[CH:11][N:10]=[C:9]([NH:14][C:15](=[O:17])[CH3:16])[CH:8]=2)=[CH:4][C:3]=1[C:18]1[N:22]=[CH:21][N:20]([CH2:39][O:38][CH2:37][CH2:36][Si:33]([CH3:35])([CH3:34])[CH3:32])[N:19]=1. Starting materials: BrC1=C(C=C(O1)C1=CC(=NC=C1C)NC(C)=O)C1=NNC=N1 (N-{4-[5-bromo-4-(1H-1,2,4-triazol-3-yl)-2-furyl]-5-methylpyridin-2-yl}acetamide), CCN(C(C)C)C(C)C (DIEA), C[Si](C)(C)CCOCCl (SEM-Cl). Product: BrC1=C(C=C(O1)C1=CC(=NC=C1C)NC(C)=O)C1=NN(C=N1)COCC[Si](C)(C)C (N-{4-[5-bromo-4-(1-{[2-(trimethylsilyl)ethoxy]methyl}-1H-1,2,4-triazol-3-yl)-2-furyl]-5-methylpyridin-2-yl}acetamide). Isolated yield 13.5%. Run at temperature 0 celsius. Run in CN(C)C=O (DMF), CN(C)C=O (DMF), O (water). Yields the product BrC1=CC(=C(OC=2C=C(C=CC2)CC(=O)O)C=C1)CN1C(OCC1)=O ({3-[4-Bromo-2-(2-oxo-oxazolidin-3-ylmethyl)-phenoxy]-phenyl}-acetic acid). Reaction SMILES: C([O:3][C:4](=[O:27])[CH2:5][C:6]1[CH:11]=[CH:10][CH:9]=[C:8]([O:12][C:13]2[CH:18]=[CH:17][C:16]([Br:19])=[CH:15][C:14]=2[CH2:20][N:21]2[CH2:25][CH2:24][O:23][C:22]2=[O:26])[CH:7]=1)C.[OH-].[Li+]>CO.O>[Br:19][C:16]1[CH:17]=[CH:18][C:13]([O:12][C:8]2[CH:7]=[C:6]([CH2:5][C:4]([OH:27])=[O:3])[CH:11]=[CH:10][CH:9]=2)=[C:14]([CH2:20][N:21]2[CH2:25][CH2:24][O:23][C:22]2=[O:26])[CH:15]=1 |f:1.2|. Starting materials: C(C)OC(CC1=CC(=CC=C1)OC1=C(C=C(C=C1)Br)CN1C(OCC1)=O)=O ({3-[4-bromo-2-(2-oxo-oxazolidin-3-ylmethyl)-phenoxy]-phenyl}-acetic acid ethyl ester), [OH-].[Li+] (lithium hydroxide). Reported procedure: Hydrolysis of {3-[4-bromo-2-(2-oxo-oxazolidin-3-ylmethyl)-phenoxy]-phenyl}-acetic acid ethyl ester with lithium hydroxide in MeOH and H2O provided the desired product. Run in CO (MeOH), O (H2O).